From a dataset of the Open Reaction Database (ORD), a public repository of structured organic reaction records. describe an organic reaction: reactants, conditions, products, and yield Starting materials: ClC1=CC(=C(CN2N=CC3=CC(=CC=C23)\C=C/2\C(NC(S2)=O)=O)C=C1)C(F)(F)F ((5Z)-5-({1-[4-chloro-2-(trifluoromethyl)benzyl]-1H-indazol-5-yl}methylidene)-2,4-dioxo-1,3-thiazolidine), C1O[C@@H](CN2[C@H]1COCC2)CO ([(3S,9aS)-hexahydro-1H-[1,4]oxazino[3,4-c][1,4]oxazin-3-yl]methanol). The product is ClC1=CC(=C(CN2N=CC3=CC(=CC=C23)\C=C/2\C(N(C(S2)=O)C[C@@H]2CN3[C@@H](COCC3)CO2)=O)C=C1)C(F)(F)F ((5Z)-5-({1-[4-Chloro-2-(trifluoromethyl)benzyl]-1H-indazol-5-yl}methylidene)-3-[(3S,9aS)-hexahydro-1H-[1,4]oxazino[3,4-c][1,4]oxazin-3-ylmethyl]-1,3-thiazolidine-2,4-dione). Reaction SMILES: [Cl:1][C:2]1[CH:25]=[CH:24][C:5]([CH2:6][N:7]2[C:15]3[C:10](=[CH:11][C:12](/[CH:16]=[C:17]4/[C:18](=[O:23])[NH:19][C:20](=[O:22])[S:21]/4)=[CH:13][CH:14]=3)[CH:9]=[N:8]2)=[C:4]([C:26]([F:29])([F:28])[F:27])[CH:3]=1.[CH2:30]1[C@@H:35]2[CH2:36][O:37][CH2:38][CH2:39][N:34]2[CH2:33][C@@H:32]([CH2:40]O)[O:31]1>>[Cl:1][C:2]1[CH:25]=[CH:24][C:5]([CH2:6][N:7]2[C:15]3[C:10](=[CH:11][C:12](/[CH:16]=[C:17]4/[C:18](=[O:23])[N:19]([CH2:40][C@H:32]5[O:31][CH2:30][C@@H:35]6[CH2:36][O:37][CH2:38][CH2:39][N:34]6[CH2:33]5)[C:20](=[O:22])[S:21]/4)=[CH:13][CH:14]=3)[CH:9]=[N:8]2)=[C:4]([C:26]([F:27])([F:29])[F:28])[CH:3]=1. Reported procedure: (5Z)-5-({1-[4-Chloro-2-(trifluoromethyl)benzyl]-1H-indazol-5-yl}methylidene)-3-[(3S,9aS)-hexahydro-1H-[1,4]oxazino[3,4-c][1,4]oxazin-3-ylmethyl]-1,3-thiazolidine-2,4-dione was prepared from [(5Z)-5-({1-[4-chloro-2-(trifluoromethyl)benzyl]-1H-indazol-5-yl}methylidene)-2,4-dioxo-1,3-thiazolidine (from Example 1) and [(3S,9aS)-hexahydro-1H-[1,4]oxazino[3,4-c][1,4]oxazin-3-yl]methanol (prepared as described in PCT Int. Appl. 2004006846) following General Procedure J. The reactants are Cl.ClC=1C=CC=C2C=C(N=C(C12)O[C@@H]1CNCC1)C1=NNC(N1)=O ((S)-3-(8-chloro-1-(pyrrolidin-3-yloxy)isoquinolin-3-yl)-1H-1,2,4-triazol-5(4H)-one hydrochloride), CC1=NC(=CC=C1)C (2,6-dimethylpyridine), C(C=C)(=O)Cl (Acryloyl chloride). The solvent is C(Cl)Cl (DCM). Conditions: temperature -20 celsius. The product is C(C=C)(=O)N1C[C@H](CC1)OC1=NC(=CC2=CC=CC(=C12)Cl)C1=NNC(N1)=O ((S)-3-(1-((1-acryloylpyrrolidin-3-yl)oxy)-8-chloroisoquinolin-3-yl)-1H-1,2,4-triazol-5(4H)-one). Isolated yield 49.2%. Reaction SMILES: Cl.[Cl:2][C:3]1[CH:4]=[CH:5][CH:6]=[C:7]2[C:12]=1[C:11]([O:13][C@H:14]1[CH2:18][CH2:17][NH:16][CH2:15]1)=[N:10][C:9]([C:19]1[NH:23][C:22](=[O:24])[NH:21][N:20]=1)=[CH:8]2.CC1C=CC=C(C)N=1.[C:33](Cl)(=[O:36])[CH:34]=[CH2:35]>C(Cl)Cl>[C:33]([N:16]1[CH2:17][CH2:18][C@H:14]([O:13][C:11]2[C:12]3[C:7](=[CH:6][CH:5]=[CH:4][C:3]=3[Cl:2])[CH:8]=[C:9]([C:19]3[NH:23][C:22](=[O:24])[NH:21][N:20]=3)[N:10]=2)[CH2:15]1)(=[O:36])[CH:34]=[CH2:35] |f:0.1|. Reported procedure: To (S)-3-(8-chloro-1-(pyrrolidin-3-yloxy)isoquinolin-3-yl)-1H-1,2,4-triazol-5(4H)-one hydrochloride (42.6 mg, 0.116 mmol) in DCM (25 mL) was added 2,6-dimethylpyridine (37.24 mg, 0.35 mmol). The resulting mixture was cooled to −20° C. Acryloyl chloride (26.1 mg, 0.29 mmol, 10 mg/mL in dry DCM) was added dropwise and the reaction mixture was warmed to 0° C. for 30 minutes. The reaction was quenched with MeOH (5 mL) and the mixture was concentrated in vacuo. The crude product was purified by prepa... Reactants: F[B-](F)(F)F.BrC=1C=CC(=C(C1)[N+]#N)C (5-Bromo-2-methylphenyldiazonium tetrafluoroborate), C(C)(=O)[O-].[K+] (potassium acetate). Reagents/catalysts: C1COCCOCCOCCOCCOCCO1 (18-crown-6). Run in C(Cl)(Cl)Cl (chloroform). Run at time 2 hour. Product: BrC1=CC=C2C=NNC2=C1 (6-bromoindazole). The yield is 86.7%. RXN SMILES: F[B-](F)(F)F.[Br:6][C:7]1[CH:8]=[CH:9][C:10]([CH3:15])=[C:11]([N+:13]#[N:14])[CH:12]=1.C([O-])(=O)C.[K+]>C(Cl)(Cl)Cl.C1OCCOCCOCCOCCOCCOC1>[Br:6][C:7]1[CH:12]=[C:11]2[C:10]([CH:15]=[N:14][NH:13]2)=[CH:9][CH:8]=1 |f:0.1,2.3|. Reported procedure: 5-Bromo-2-methylphenyldiazonium tetrafluoroborate (1.50 g) was added to a mixture of potassium acetate (1.0 g) and 18-crown-6 (70 mg) in chloroform (50 mL) at room temperature in portions and then the reaction was stirred for 2 h. The resulting mixture was filtered and washed with chloroform. The filtrate was concentrated, and the residue was dissolved in diethyl ether, which was then washed with water, brine, dried, and the solvent was removed to give the product 6-bromoindazole (0.9 g). The pr...